Dataset: the Open Reaction Database (ORD), a public repository of structured organic reaction records. Task: describe an organic reaction: reactants, conditions, products, and yield Reactants: CC1CCN(CC1)C(=O)OC1=NNC2=CC(=CC=C12)[N+](=O)[O-] (6-nitro-1H-indazol-3-yl 4-methylpiperidine-1-carboxylate). The reagents and catalysts are [Pd] (palladium/carbon). The solvent is C(C)O (ethanol). Product: CC1CCN(CC1)C(=O)OC1=NNC2=CC(=CC=C12)N (6-Amino-1H-indazol-3-yl 4-methylpiperidine-1-carboxylate). Reaction SMILES: [CH3:1][CH:2]1[CH2:7][CH2:6][N:5]([C:8]([O:10][C:11]2[C:19]3[C:14](=[CH:15][C:16]([N+:20]([O-])=O)=[CH:17][CH:18]=3)[NH:13][N:12]=2)=[O:9])[CH2:4][CH2:3]1>C(O)C.[Pd]>[CH3:1][CH:2]1[CH2:7][CH2:6][N:5]([C:8]([O:10][C:11]2[C:19]3[C:14](=[CH:15][C:16]([NH2:20])=[CH:17][CH:18]=3)[NH:13][N:12]=2)=[O:9])[CH2:4][CH2:3]1. Procedure details: 30 mg (0.1 mmol) of 6-nitro-1H-indazol-3-yl 4-methylpiperidine-1-carboxylate (Example 5B) in 15 ml of ethanol were hydrogenated in the presence of 10% palladium/carbon under a hydrogen pressure of 2 bar at room temperature for 2.5 h. The catalyst was filtered off with suction, and the filtrate was concentrated. Yield: 21 mg (76%), M+H+: 275.2. The reactants are Br, O=N[O-], Nc1c(O)cccc1[N+](=O)[O-], [Na+], C1COCCO1, O. Yields the product O=[N+]([O-])c1cccc(O)c1Br. Reaction SMILES: [BrH:22].[N:18]([O-:19])=[O:20].[NH2:1][c:2]1[c:3]([OH:11])[cH:4][cH:5][cH:6][c:7]1[N+:8](=[O:9])[O-:10].[Na+:21].[O:12]1[CH2:13][CH2:14][O:15][CH2:16][CH2:17]1.[OH2:23]>>[c:2]1([Br:22])[c:3]([OH:11])[cH:4][cH:5][cH:6][c:7]1[N+:8](=[O:9])[O-:10].